Dataset: the Open Reaction Database (ORD), a public repository of structured organic reaction records. Task: describe an organic reaction: reactants, conditions, products, and yield Reactants: C([O-])([O-])=O.[K+].[K+] (potassium carbonate), P(=O)(Cl)(Cl)Cl (phosphoryl chloride), CN(C=O)C (N,N-dimethylformamide), CN(C=O)C (N,N-dimethylformamide), N1C=CC2=CC(=CC=C12)C(=O)OC (methyl 1H-indole-5-carboxylate). Run in O (water). Run at time 15 minute. The product is C(=O)C1=CNC2=CC=C(C=C12)C(=O)OC (methyl 3-formyl-1H-indole-5-carboxylate). Reaction SMILES: P(Cl)(Cl)(Cl)=O.CN(C)[CH:8]=[O:9].[NH:11]1[C:19]2[C:14](=[CH:15][C:16]([C:20]([O:22][CH3:23])=[O:21])=[CH:17][CH:18]=2)[CH:13]=[CH:12]1.C(=O)([O-])[O-].[K+].[K+]>O>[CH:8]([C:13]1[C:14]2[C:19](=[CH:18][CH:17]=[C:16]([C:20]([O:22][CH3:23])=[O:21])[CH:15]=2)[NH:11][CH:12]=1)=[O:9] |f:3.4.5|. Procedure details: A 1.28 ml portion of phosphoryl chloride was added dropwise to 8 ml of N,N-dimethylformamide under ice-cooling, followed by stirring at room temperature for 15 minutes. An 8 ml portion of an N,N-dimethylformamide solution of 2.00 g of methyl 1H-indole-5-carboxylate was added dropwise to this solution under ice-cooling, followed by stirring at room temperature for 1.5 hours. Under ice-cooling, 50 ml of water was added thereto and potassium carbonate was further added until the pH became 12, and t...